This data is from the Open Reaction Database (ORD), a public repository of structured organic reaction records. The task is: describe an organic reaction: reactants, conditions, products, and yield Starting materials: CCOc1ccccc1OB([O-])[O-], CN(Cc1ccc(NC(=O)C2=Cc3cc(Br)ccc3S(=O)(=O)CC2)cc1)C1CCOCC1, O=C([O-])[O-], CCO, [K+], [K+], O, O, Cc1ccccc1. Yields the product CCOc1ccccc1-c1ccc2c(c1)C=C(C(=O)Nc1ccc(CN(C)C3CCOCC3)cc1)CCS2(=O)=O. As a reaction SMILES: [B:44]([O-:45])([O-:55])[O:56][c:46]1[c:47]([O:52][CH2:53][CH3:54])[cH:48][cH:49][cH:50][cH:51]1.[Br:1][c:2]1[cH:3][cH:4][c:5]2[c:6]([cH:32]1)[CH:7]=[C:8]([C:14](=[O:15])[NH:16][c:17]1[cH:18][cH:19][c:20]([CH2:23][N:24]([CH:25]3[CH2:26][CH2:27][O:28][CH2:29][CH2:30]3)[CH3:31])[cH:21][cH:22]1)[CH2:9][CH2:10][S:11]2(=[O:12])=[O:13].[C:57](=[O:58])([O-:59])[O-:60].[CH2:34]([OH:35])[CH3:36].[K+:61].[K+:62].[OH2:33].[OH2:63].[c:37]1([CH3:38])[cH:39][cH:40][cH:41][cH:42][cH:43]1>>[c:2]1(-[c:46]2[c:47]([O:52][CH2:53][CH3:54])[cH:48][cH:49][cH:50][cH:51]2)[cH:3][cH:4][c:5]2[c:6]([cH:32]1)[CH:7]=[C:8]([C:14](=[O:15])[NH:16][c:17]1[cH:18][cH:19][c:20]([CH2:23][N:24]([CH:25]3[CH2:26][CH2:27][O:28][CH2:29][CH2:30]3)[CH3:31])[cH:21][cH:22]1)[CH2:9][CH2:10][S:11]2(=[O:12])=[O:13]. The reactants are Cc1c(C(=O)Nc2ccc(-c3ccc(S(=O)(=O)NC(C(=O)OC(C)(C)C)C(C)C)cc3)cc2)oc2ccc(Cl)c(OC(C)C)c12, ClCCl, O=C(O)C(F)(F)F. The product is Cc1c(C(=O)Nc2ccc(-c3ccc(S(=O)(=O)NC(C(=O)O)C(C)C)cc3)cc2)oc2ccc(Cl)c(OC(C)C)c12. RXN SMILES: [C:1]([CH3:2])([CH3:3])([CH3:4])[O:5][C:6]([CH:7]([CH:8]([CH3:9])[CH3:10])[NH:11][S:12](=[O:13])(=[O:14])[c:15]1[cH:16][cH:17][c:18](-[c:21]2[cH:22][cH:23][c:24]([NH:27][C:28](=[O:29])[c:30]3[o:31][c:32]4[c:33]([c:34]3[CH3:35])[c:36]([O:41][CH:42]([CH3:43])[CH3:44])[c:37]([Cl:40])[cH:38][cH:39]4)[cH:25][cH:26]2)[cH:19][cH:20]1)=[O:45].[Cl:53][CH2:54][Cl:55].[F:46][C:47]([F:48])([F:49])[C:50]([OH:51])=[O:52]>>[O:5]=[C:6]([CH:7]([CH:8]([CH3:9])[CH3:10])[NH:11][S:12](=[O:13])(=[O:14])[c:15]1[cH:16][cH:17][c:18](-[c:21]2[cH:22][cH:23][c:24]([NH:27][C:28](=[O:29])[c:30]3[o:31][c:32]4[c:33]([c:34]3[CH3:35])[c:36]([O:41][CH:42]([CH3:43])[CH3:44])[c:37]([Cl:40])[cH:38][cH:39]4)[cH:25][cH:26]2)[cH:19][cH:20]1)[OH:45]. Reactants: [Sr] (strontium), COCCO (2-methoxyethanol). The product is COCC[O-].[Sr+2].COCC[O-] (strontium 2-methoxyethoxide). RXN SMILES: [Sr:1].[CH3:2][O:3][CH2:4][CH2:5][OH:6]>>[CH3:2][O:3][CH2:4][CH2:5][O-:6].[Sr+2:1].[CH3:2][O:3][CH2:4][CH2:5][O-:6] |f:2.3.4|. Reported procedure: The strontium was placed in about 80 ml 2-methoxyethanol and reacted to produce strontium 2-methoxyethoxide and evolving hydrogen gas. The 2-ethylhexanoic acid was added, and the mixture stirred and heated to a maximum temperature of about 118° C. to produce strontium 2-ethylhexanoate and distill off all water. The bismuth 2-ethylhexanoate was combined with 50 ml xylenes, and the mixture stirred and heated to a maximum temperature of about 125° C. to distill off all water. The titanium isopropox... Reactants: CC(NC(Cc1ccccc1)C(=O)OCc1ccccc1)C(=O)N1C(=O)N(Cc2ccccc2)CC1C(=O)OC(C)(C)C, Cl, C1COCCO1. The product is CC(NC(Cc1ccccc1)C(=O)OCc1ccccc1)C(=O)N1C(=O)N(Cc2ccccc2)CC1C(=O)O. As a reaction SMILES: [CH2:1]([c:2]1[cH:3][cH:4][cH:5][cH:6][cH:7]1)[N:8]1[C:9](=[O:43])[N:10]([C:20]([CH:21]([CH3:22])[NH:23][CH:24]([CH2:25][c:26]2[cH:27][cH:28][cH:29][cH:30][cH:31]2)[C:32](=[O:33])[O:34][CH2:35][c:36]2[cH:37][cH:38][cH:39][cH:40][cH:41]2)=[O:42])[CH:11]([C:13](=[O:14])[O:15][C:16]([CH3:17])([CH3:18])[CH3:19])[CH2:12]1.[ClH:50].[O:44]1[CH2:45][CH2:46][O:47][CH2:48][CH2:49]1>>[CH2:1]([c:2]1[cH:3][cH:4][cH:5][cH:6][cH:7]1)[N:8]1[C:9](=[O:43])[N:10]([C:20]([CH:21]([CH3:22])[NH:23][CH:24]([CH2:25][c:26]2[cH:27][cH:28][cH:29][cH:30][cH:31]2)[C:32](=[O:33])[O:34][CH2:35][c:36]2[cH:37][cH:38][cH:39][cH:40][cH:41]2)=[O:42])[CH:11]([C:13](=[O:14])[OH:15])[CH2:12]1. The reactants are COC=1C=C(C=CC1OCC(=O)NC=1SC2=C(N1)C=CC=C2)C(CP(OC)(OC)=O)O (dimethyl {2-[3-methoxy-4-(2-benzothiazolylaminocarbonylmethoxy)phenyl]-2-hydroxyethyl}phosphonate). Reagents/catalysts: [O-2].[O-2].[Mn+4] (manganese dioxide), [O-2].[O-2].[Mn+4] (manganese dioxide), [O-2].[O-2].[Mn+4] (manganese dioxide). Run in C(Cl)(Cl)Cl (chloroform). The product is COC=1C=C(C(=O)CP(OC)(OC)=O)C=CC1OCC(=O)NC=1SC2=C(N1)C=CC=C2 (dimethyl {[3-methoxy-4-(2-benzothiazolylaminocarbonylmethoxy)benzoyl]methyl}phosphonate). Yield: 41.0%. Reaction SMILES: [CH3:1][O:2][C:3]1[CH:4]=[C:5]([CH:23]([OH:31])[CH2:24][P:25](=[O:30])([O:28][CH3:29])[O:26][CH3:27])[CH:6]=[CH:7][C:8]=1[O:9][CH2:10][C:11]([NH:13][C:14]1[S:15][C:16]2[CH:22]=[CH:21][CH:20]=[CH:19][C:17]=2[N:18]=1)=[O:12]>C(Cl)(Cl)Cl.[O-2].[O-2].[Mn+4]>[CH3:1][O:2][C:3]1[CH:4]=[C:5]([CH:6]=[CH:7][C:8]=1[O:9][CH2:10][C:11]([NH:13][C:14]1[S:15][C:16]2[CH:22]=[CH:21][CH:20]=[CH:19][C:17]=2[N:18]=1)=[O:12])[C:23]([CH2:24][P:25](=[O:30])([O:28][CH3:29])[O:26][CH3:27])=[O:31] |f:2.3.4|. Procedure details: To a solution of dimethyl {2-[3-methoxy-4-(2-benzothiazolylaminocarbonylmethoxy)phenyl]-2-hydroxyethyl}phosphonate (19.0 g) in chloroform (300 ml) is added active manganese dioxide (17.7 g), and the mixture is refluxed for three hours. To the mixture is additionally added active manganese dioxide (18 g), and the mixture is refluxed for three hours. To the mixture is further added active manganese dioxide (20 g), and the mixture is refluxed for three hours. The manganese dioxide is collected by f... The yield is 25.5%. Starting materials: [OH-].[Na+] (sodium hydroxide), [H-].[Al+3].[Li+].[H-].[H-].[H-] (lithium aluminum hydride), O1CCCC1 (tetrahydrofuran), FC1=CC=C(C=C1)CN1C(=NC2=C1C=CC=C2)NC2CCN(CC2)CCNC(CC2=CNC1=CC=CC=C21)=O (N-[2-[4-[[1-[(4-fluorophenyl)methyl]-1H-benzimidazol-2-yl]amino]-1-piperidinyl]ethyl]-1H-indol-3-acetamide). Solvent: O (water), O (water). As a reaction SMILES: [H-].[Al+3].[Li+].[H-].[H-].[H-].O1CCCC1.[F:12][C:13]1[CH:18]=[CH:17][C:16]([CH2:19][N:20]2[C:24]3[CH:25]=[CH:26][CH:27]=[CH:28][C:23]=3[N:22]=[C:21]2[NH:29][CH:30]2[CH2:35][CH2:34][N:33]([CH2:36][CH2:37][NH:38][C:39](=O)[CH2:40][C:41]3[C:49]4[C:44](=[CH:45][CH:46]=[CH:47][CH:48]=4)[NH:43][CH:42]=3)[CH2:32][CH2:31]2)=[CH:15][CH:14]=1.[OH-].[Na+]>O>[F:12][C:13]1[CH:18]=[CH:17][C:16]([CH2:19][N:20]2[C:24]3[CH:25]=[CH:26][CH:27]=[CH:28][C:23]=3[N:22]=[C:21]2[NH:29][CH:30]2[CH2:35][CH2:34][N:33]([CH2:36][CH2:37][NH:38][CH2:39][CH2:40][C:41]3[C:49]4[C:44](=[CH:45][CH:46]=[CH:47][CH:48]=4)[NH:43][CH:42]=3)[CH2:32][CH2:31]2)=[CH:15][CH:14]=1 |f:0.1.2.3.4.5,8.9|. Procedure: To a stirred mixture of 0.8 parts of lithium aluminum hydride and 135 parts of tetrahydrofuran were added slowly 4 parts of N-[2-[4-[[1-[(4-fluorophenyl)methyl]-1H-benzimidazol-2-yl]amino]-1-piperidinyl]ethyl]-1H-indol-3-acetamide. The whole was stirred and refluxed overnight. The reaction mixture was cooled in an ice bath and decomposed by the successive additions of 1 part of water, 4.5 parts of a sodium hydroxide solution 15% and 3 parts of water. The whole was filtered over Hyflo and the fil... The product is FC1=CC=C(C=C1)CN1C(=NC2=C1C=CC=C2)NC2CCN(CC2)CCNCCC2=CNC1=CC=CC=C21 (1-[(4-fluorophenyl)methyl]-N-[1-[2-[[2-(1H-indol-3-yl)ethyl]amino]ethyl]-4-piperidinyl]-1H-benzimidazol-2-amine).